Dataset: the Open Reaction Database (ORD), a public repository of structured organic reaction records. Task: describe an organic reaction: reactants, conditions, products, and yield Starting materials: OC1=C(SC(=C1C)C)C(=O)OC (methyl 3-hydroxy-4,5-dimethylthiophene-2-carboxylate), [K] (potassium), S(=O)(=O)(OC)OC (Dimethyl sulphate). The solvent is CC(=O)C (acetone). Reaction conditions: time 1 hour. Product: CC=1C(=C(SC1C)C(=O)OC)OC (Methyl 4,5-dimethyl-3-methoxythiophene-2-carboxylate). As a reaction SMILES: [OH:1][C:2]1[C:6]([CH3:7])=[C:5]([CH3:8])[S:4][C:3]=1[C:9]([O:11][CH3:12])=[O:10].[K].S(OC)(O[CH3:18])(=O)=O>CC(C)=O>[CH3:7][C:6]1[C:2]([O:1][CH3:18])=[C:3]([C:9]([O:11][CH3:12])=[O:10])[S:4][C:5]=1[CH3:8] |^1:12|. Procedure: To a solution of methyl 3-hydroxy-4,5-dimethylthiophene-2-carboxylate (Preparation 1) (29.7 g, 160 mmol) in anhydrous acetone (500 ml) was added anhydrous potassium carbonte (24.5 g, 178 mmol) and the mixture stirred for 1 hour at room temperature. Dimethyl sulphate (22.4 g, 178 mmol) was added and the mixture stirred under reflux for 2.5 hours. The solvent was evaporated under reduced pressure and the residue partitioned between water and ethyl acetate. The organic phase was washed with brine, ... The product is N#Cc1ccc(Cn2cnc3c(Cl)nc(Cl)nc32)cc1. The reactants are N#Cc1ccc(CBr)cc1, O=C([O-])[O-], Clc1nc(Cl)c2nc[nH]c2n1, [K+], [K+], CN(C)C=O. RXN SMILES: [Br:18][CH2:19][c:20]1[cH:21][cH:22][c:23]([C:26]#[N:27])[cH:24][cH:25]1.[C:12](=[O:13])([O-:14])[O-:15].[Cl:1][c:2]1[n:3][c:4]([Cl:11])[c:5]2[n:6][cH:7][nH:8][c:9]2[n:10]1.[K+:16].[K+:17].[O:28]=[CH:29][N:30]([CH3:31])[CH3:32]>>[Cl:1][c:2]1[n:3][c:4]([Cl:11])[c:5]2[n:6][cH:7][n:8]([CH2:19][c:20]3[cH:21][cH:22][c:23]([C:26]#[N:27])[cH:24][cH:25]3)[c:9]2[n:10]1.